From a dataset of the Open Reaction Database (ORD), a public repository of structured organic reaction records. describe an organic reaction: reactants, conditions, products, and yield Reactants: C(C)(C)(C)OC(=O)N1CCC(=CC1)C1=C(C=CC=C1)OC (1-t-Butoxycarbonyl-4-(2-methoxyphenyl)-1,2,3,6-tetrahydropyridine), [H][H] (hydrogen). The reagents and catalysts are [C].[Pd] (palladium-carbon). Run in CO (methanol). Product: C(C)(C)(C)OC(=O)N1CCC(CC1)C1=C(C=CC=C1)OC (1-t-Butoxycarbonyl-4-(2-methoxyphenyl)piperidine). Isolated yield 79.2%. Reaction SMILES: [C:1]([O:5][C:6]([N:8]1[CH2:13][CH:12]=[C:11]([C:14]2[CH:19]=[CH:18][CH:17]=[CH:16][C:15]=2[O:20][CH3:21])[CH2:10][CH2:9]1)=[O:7])([CH3:4])([CH3:3])[CH3:2].[H][H]>CO.[C].[Pd]>[C:1]([O:5][C:6]([N:8]1[CH2:13][CH2:12][CH:11]([C:14]2[CH:19]=[CH:18][CH:17]=[CH:16][C:15]=2[O:20][CH3:21])[CH2:10][CH2:9]1)=[O:7])([CH3:4])([CH3:3])[CH3:2] |f:3.4|. Reported procedure: 1-t-Butoxycarbonyl-4-(2-methoxyphenyl)-1,2,3,6-tetrahydropyridine (150 mg, 0.52 mmol) and 10% palladium-carbon (30 mg) were stirred in methanol for two nights in an atmosphere of hydrogen. The reaction solution was filtered and the thus obtained residue was thoroughly washed with methanol. Then the filtrate and washed solution were combined and evaporated under a reduced pressure to obtain 120 mg of the aforementioned compound of interest (0.42 mmol, 81% in yield). Reactants: Cc1ccccc1, CC(=O)c1ccc(O)cc1O, Cl, NO, c1ccncc1. Product: CC(=NO)c1ccc(O)cc1O. As a reaction SMILES: [CH3:15][c:16]1[cH:17][cH:18][cH:19][cH:20][cH:21]1.[CH3:1][C:2](=[O:3])[c:4]1[cH:5][cH:6][c:7]([OH:8])[cH:9][c:10]1[OH:11].[ClH:12].[NH2:13][OH:14].[cH:22]1[cH:23][cH:24][n:25][cH:26][cH:27]1>>[CH3:1][C:2]([c:4]1[cH:5][cH:6][c:7]([OH:8])[cH:9][c:10]1[OH:11])=[N:13][OH:14]. Reactants: BrCc1ccccc1, Cc1cc(O)cc(=O)n1Cc1ccccc1, CC[N+](CC)(CC)Cc1ccccc1, [Cl-], ClCCl, Cl, [Na+], [OH-]. The product is Cc1cc(OCc2ccccc2)cc(=O)n1Cc1ccccc1. RXN SMILES: [CH2:17]([c:18]1[cH:19][cH:20][cH:21][cH:22][cH:23]1)[Br:24].[CH2:1]([c:2]1[cH:3][cH:4][cH:5][cH:6][cH:7]1)[n:8]1[c:9](=[O:16])[cH:10][c:11]([OH:15])[cH:12][c:13]1[CH3:14].[CH2:29]([N+:30]([CH2:31][CH3:32])([CH2:33][CH3:34])[CH2:35][CH3:36])[c:37]1[cH:38][cH:39][cH:40][cH:41][cH:42]1.[Cl-:28].[Cl:43][CH2:44][Cl:45].[ClH:27].[Na+:26].[OH-:25]>>[CH2:1]([c:2]1[cH:3][cH:4][cH:5][cH:6][cH:7]1)[n:8]1[c:9](=[O:16])[cH:10][c:11]([O:15][CH2:17][c:18]2[cH:19][cH:20][cH:21][cH:22][cH:23]2)[cH:12][c:13]1[CH3:14]. Reactants: CC(C)(C)P(c1ccccc1-c1ccccc1)C(C)(C)C, C1CCOC1, C[Si](C)(C)[N-][Si](C)(C)C, Clc1cc(Cl)ncn1, [Li+], COc1nc(N)cnc1C#N, O=C(C=Cc1ccccc1)C=Cc1ccccc1, O=C(C=Cc1ccccc1)C=Cc1ccccc1, O=C(C=Cc1ccccc1)C=Cc1ccccc1, [Pd], [Pd]. Product: COc1nc(Nc2cc(Cl)ncn2)cnc1C#N. Reaction SMILES: [C:30]([P:31]([C:32]([CH3:33])([CH3:34])[CH3:35])[c:36]1[cH:37][cH:38][cH:39][cH:40][c:41]1-[c:42]1[cH:43][cH:44][cH:45][cH:46][cH:47]1)([CH3:48])([CH3:49])[CH3:50].[CH2:51]1[O:52][CH2:53][CH2:54][CH2:55]1.[CH3:20][Si:21]([N-:22][Si:23]([CH3:24])([CH3:25])[CH3:26])([CH3:27])[CH3:28].[Cl:12][c:13]1[n:14][cH:15][n:16][c:17]([Cl:19])[cH:18]1.[Li+:29].[NH2:1][c:2]1[n:3][c:4]([O:10][CH3:11])[c:5]([C:8]#[N:9])[n:6][cH:7]1.[O:58]=[C:59]([CH:60]=[CH:61][c:62]1[cH:63][cH:64][cH:65][cH:66][cH:67]1)[CH:68]=[CH:69][c:70]1[cH:71][cH:72][cH:73][cH:74][cH:75]1.[O:76]=[C:77]([CH:78]=[CH:79][c:80]1[cH:81][cH:82][cH:83][cH:84][cH:85]1)[CH:86]=[CH:87][c:88]1[cH:89][cH:90][cH:91][cH:92][cH:93]1.[O:94]=[C:95]([CH:96]=[CH:97][c:98]1[cH:99][cH:100][cH:101][cH:102][cH:103]1)[CH:104]=[CH:105][c:106]1[cH:107][cH:108][cH:109][cH:110][cH:111]1.[Pd:56].[Pd:57]>>[NH:1]([c:2]1[n:3][c:4]([O:10][CH3:11])[c:5]([C:8]#[N:9])[n:6][cH:7]1)[c:17]1[n:16][cH:15][n:14][c:13]([Cl:12])[cH:18]1. Reactants: C(C=C)NCC=C (N,N-diallylamine), C(=O)OCC (Ethyl formate), C(C=C)NCC=C (N,N-diallyl amine), N#N (N2). Run at temperature 120 celsius. Product: C(C=C)N(C=O)CC=C (N,N-diallylformamide). Yield: 95.0%. As a reaction SMILES: [CH:1](OCC)=[O:2].[CH2:6]([NH:9][CH2:10][CH:11]=[CH2:12])[CH:7]=[CH2:8].N#N>>[CH2:6]([N:9]([CH2:10][CH:11]=[CH2:12])[CH:1]=[O:2])[CH:7]=[CH2:8]. Procedure: Ethyl formate (55.6 g, 750 mmole) and 37.5 g (385 mmole) of N,N-diallyl amine were combined in a 250 mL 3-neck flask equipped with mechanical stirrer, Friedrich condenser, and N2 blanket. The reaction mixture was stirred at reflux temperature (120° C. oil bath) for 24 hours and then sampled by GC to determine if all the N,N-diallylamine was reacted, RT of 0.4 mm. The product was vacuum distilled using a 1-piece apparatus with a fractionation column. The first fraction distilled at 30° C./16 torr...